describe an organic reaction: reactants, conditions, products, and yield From a dataset of the Open Reaction Database (ORD), a public repository of structured organic reaction records. Reactants: C1(CC1)NC(=O)NC1=CC=C(C=C1)C=1N=C(C2=C(N1)CNC2)N2[C@H](COCC2)C ((S)-1-cyclopropyl-3-(4-(4-(3-methylmorpholino)-6,7-dihydro-5H-pyrrolo[3,4-d]pyrimidin-2-yl)phenyl)urea), C(C(C)C)=O (iso-butyraldehyde). Product: C1(CC1)NC(=O)NC1=CC=C(C=C1)C=1N=C(C2=C(N1)CN(C2)CC(C)C)N2[C@H](COCC2)C ((S)-1-cyclopropyl-3-(4-(6-isobutyl-4-(3-methylmorpholino)-6,7-dihydro-5H-pyrrolo[3,4-d]pyrimidin-2-yl)phenyl)urea). RXN SMILES: [CH:1]1([NH:4][C:5]([NH:7][C:8]2[CH:13]=[CH:12][C:11]([C:14]3[N:15]=[C:16]([N:23]4[CH2:28][CH2:27][O:26][CH2:25][C@@H:24]4[CH3:29])[C:17]4[CH2:22][NH:21][CH2:20][C:18]=4[N:19]=3)=[CH:10][CH:9]=2)=[O:6])[CH2:3][CH2:2]1.[CH:30](=O)[CH:31]([CH3:33])[CH3:32]>>[CH:1]1([NH:4][C:5]([NH:7][C:8]2[CH:9]=[CH:10][C:11]([C:14]3[N:15]=[C:16]([N:23]4[CH2:28][CH2:27][O:26][CH2:25][C@@H:24]4[CH3:29])[C:17]4[CH2:22][N:21]([CH2:30][CH:31]([CH3:33])[CH3:32])[CH2:20][C:18]=4[N:19]=3)=[CH:12][CH:13]=2)=[O:6])[CH2:2][CH2:3]1. Procedure: Method as described for example 26 using (S)-1-cyclopropyl-3-(4-(4-(3-methylmorpholino)-6,7-dihydro-5H-pyrrolo[3,4-d]pyrimidin-2-yl)phenyl)urea (example 3) and iso-butyraldehyde as starting materials. Purified by prep HPLC (low pH). The reactants are ClCCl, CCO, ClCc1cccnc1, Sc1cc(Cl)cc(Cl)c1, Cl, [Na+], [OH-], O. The product is Clc1cc(Cl)cc(SCc2cccnc2)c1. RXN SMILES: [CH2:21]([Cl:22])[Cl:23].[CH3:25][CH2:26][OH:27].[Cl:13][CH2:14][c:15]1[cH:16][n:17][cH:18][cH:19][cH:20]1.[Cl:3][c:4]1[cH:5][c:6]([SH:11])[cH:7][c:8]([Cl:10])[cH:9]1.[ClH:12].[Na+:2].[OH-:1].[OH2:24]>>[Cl:3][c:4]1[cH:5][c:6]([S:11][CH2:14][c:15]2[cH:16][n:17][cH:18][cH:19][cH:20]2)[cH:7][c:8]([Cl:10])[cH:9]1. Reactants: [H-].[H-].[H-].[H-].[Li+].[Al+3] (LAH), C(C1=CC=CC=C1)N1C(COCC(C1=O)C(=O)OC)C (methyl 4-benzyl-3-methyl-5-oxo-1,4-oxazepane-6-carboxylate), [H-].[H-].[H-].[H-].[Li+].[Al+3] (LAH). Run in C1CCOC1 (THF), C1CCOC1 (THF). Run at temperature 23 celsius, time 60 hour. The product is C(C1=CC=CC=C1)N1C(COCC(C1)CO)C ((4-benzyl-3-methyl-1,4-oxazepan-6-yl)methanol). RXN SMILES: [H-].[H-].[H-].[H-].[Li+].[Al+3].[CH2:7]([N:14]1[C:20](=O)[CH:19]([C:22](OC)=[O:23])[CH2:18][O:17][CH2:16][CH:15]1[CH3:26])[C:8]1[CH:13]=[CH:12][CH:11]=[CH:10][CH:9]=1>C1COCC1>[CH2:7]([N:14]1[CH2:20][CH:19]([CH2:22][OH:23])[CH2:18][O:17][CH2:16][CH:15]1[CH3:26])[C:8]1[CH:9]=[CH:10][CH:11]=[CH:12][CH:13]=1 |f:0.1.2.3.4.5|. Reported procedure: A solution of LAH in THF (2.0 M, 3.25 mL, 6.49 mmol, 3.00 equiv) was added to a solution of methyl 4-benzyl-3-methyl-5-oxo-1,4-oxazepane-6-carboxylate (4-4, diastereomeric mixture, 600 mg, 2.16 mmol, 1 equiv) in THF (30 mL) at −78° C. and the resulting mixture was warmed to 23° C. and stirred for 60 h. Additional LAH solution (2.0 M, 3.25 mL, 6.49 mmol, 3.00 equiv) was added and the mixture was heated at 60° C. for 4 h. The mixture was cooled to 0° C. and excess LAH was quenched with 100 uL of H... Starting materials: COc1cc2c(cc1OCc1ccccc1)C(C1(c3ccccc3Cl)CCCC1)=NCC2, CI, CC#N. The product is COc1cc2c(cc1OCc1ccccc1)C(C1(c3ccccc3Cl)CCCC1)=[N+](C)CC2, [I-]. RXN SMILES: [CH2:3]([c:4]1[cH:5][cH:6][cH:7][cH:8][cH:9]1)[O:10][c:11]1[c:12]([O:33][CH3:34])[cH:13][c:14]2[c:19]([cH:20]1)[C:18]([C:21]1([c:26]3[c:27]([Cl:32])[cH:28][cH:29][cH:30][cH:31]3)[CH2:22][CH2:23][CH2:24][CH2:25]1)=[N:17][CH2:16][CH2:15]2.[CH3:1][I:2].[CH3:35][C:36]#[N:37]>>[CH3:1][N+:17]1=[C:18]([C:21]2([c:26]3[c:27]([Cl:32])[cH:28][cH:29][cH:30][cH:31]3)[CH2:22][CH2:23][CH2:24][CH2:25]2)[c:19]2[c:14]([cH:13][c:12]([O:33][CH3:34])[c:11]([O:10][CH2:3][c:4]3[cH:5][cH:6][cH:7][cH:8][cH:9]3)[cH:20]2)[CH2:15][CH2:16]1.[I-:2]. The reactants are O=C([O-])[O-], CCOC(C)=O, O=C(C=CC1CCCN1)N1CCc2c(sc3ncnc(Nc4ccc(F)c(Cl)c4)c23)C1, CI, [K+], [K+], CN(C)C=O. The product is CN1CCCC1C=CC(=O)N1CCc2c(sc3ncnc(Nc4ccc(F)c(Cl)c4)c23)C1. Reaction SMILES: [C:32](=[O:33])([O-:34])[O-:35].[CH3:45][CH2:46][O:47][C:48](=[O:49])[CH3:50].[Cl:1][c:2]1[cH:3][c:4]([NH:9][c:10]2[c:11]3[c:12]([n:13][cH:14][n:15]2)[s:16][c:17]2[c:18]3[CH2:19][CH2:20][N:21]([C:23]([CH:24]=[CH:25][CH:26]3[NH:27][CH2:28][CH2:29][CH2:30]3)=[O:31])[CH2:22]2)[cH:5][cH:6][c:7]1[F:8].[I:38][CH3:39].[K+:36].[K+:37].[O:40]=[CH:41][N:42]([CH3:43])[CH3:44]>>[Cl:1][c:2]1[cH:3][c:4]([NH:9][c:10]2[c:11]3[c:12]([n:13][cH:14][n:15]2)[s:16][c:17]2[c:18]3[CH2:19][CH2:20][N:21]([C:23]([CH:24]=[CH:25][CH:26]3[N:27]([CH3:32])[CH2:28][CH2:29][CH2:30]3)=[O:31])[CH2:22]2)[cH:5][cH:6][c:7]1[F:8]. The reactants are CCOC(C)=O, O=[N+]([O-])c1ccc(Oc2ccc(Cl)cc2)nc1, [H][H], C1CCOC1, O=[Pt]=O. Yields the product Nc1ccc(Oc2ccc(Cl)cc2)nc1. As a reaction SMILES: [CH3:25][CH2:26][O:27][C:28](=[O:29])[CH3:30].[Cl:1][c:2]1[cH:3][cH:4][c:5]([O:6][c:7]2[n:8][cH:9][c:10]([N+:13]([O-:14])=[O:15])[cH:11][cH:12]2)[cH:16][cH:17]1.[H:18][H:19].[O:20]1[CH2:21][CH2:22][CH2:23][CH2:24]1.[Pt:31](=[O:32])=[O:33]>>[Cl:1][c:2]1[cH:3][cH:4][c:5]([O:6][c:7]2[n:8][cH:9][c:10]([NH2:13])[cH:11][cH:12]2)[cH:16][cH:17]1. Reactants: FC1=NC=CC=C1[N+](=O)[O-] (2-fluoro-3-nitropyridine), OCC(CO)CO (2-(hydroxymethyl)-1,3-propanediol). The product is [N+](=O)([O-])C=1C(=NC=CC1)OCC(CO)CO (2-((3-Nitropyridin-2-yloxy)methyl)propane-1,3-diol). As a reaction SMILES: F[C:2]1[C:7]([N+:8]([O-:10])=[O:9])=[CH:6][CH:5]=[CH:4][N:3]=1.[OH:11][CH2:12][CH:13]([CH2:16][OH:17])[CH2:14][OH:15]>>[N+:8]([C:7]1[C:2]([O:11][CH2:12][CH:13]([CH2:16][OH:17])[CH2:14][OH:15])=[N:3][CH:4]=[CH:5][CH:6]=1)([O-:10])=[O:9]. Procedure: Prepared analogously to example XII.1 using 2-fluoro-3-nitropyridine (142 mg) and 2-(hydroxymethyl)-1,3-propanediol (148 mg)